Dataset: the Open Reaction Database (ORD), a public repository of structured organic reaction records. Task: describe an organic reaction: reactants, conditions, products, and yield Starting materials: C(C)C1=CC=C2C=CC=NC2=C1N (7-ethylquinolin-8-amine), C(C)C1=CC=C2C=CC=NC2=C1N (7-ethylquinolin-8-amine), C1(=CC=CC=C1)S(=O)(=O)Cl (benzenesulfonyl chloride). Reagents/catalysts: CN(C)C=1C=CN=CC1 (DMAP). Yields the product C(C)C1=CC=C2C=CC=NC2=C1NS(=O)(=O)C1=CC=CC=C1 (N-(7-Ethyl-quinolin-8-yl)-benzenesulfonamide). The yield is 15.2%. Reaction SMILES: [CH2:1]([C:3]1[C:12]([NH2:13])=[C:11]2[C:6]([CH:7]=[CH:8][CH:9]=[N:10]2)=[CH:5][CH:4]=1)[CH3:2].[C:14]1([S:20](Cl)(=[O:22])=[O:21])[CH:19]=[CH:18][CH:17]=[CH:16][CH:15]=1>CN(C1C=CN=CC=1)C>[CH2:1]([C:3]1[C:12]([NH:13][S:20]([C:14]2[CH:19]=[CH:18][CH:17]=[CH:16][CH:15]=2)(=[O:22])=[O:21])=[C:11]2[C:6]([CH:7]=[CH:8][CH:9]=[N:10]2)=[CH:5][CH:4]=1)[CH3:2]. Procedure details: In a similar fashion using route 14 general procedure 27, 7-ethylquinolin-8-amine (Intermediate 63) (144 mg, 0.84 mmol), benzenesulfonyl chloride (170 mg, 1.01 mmol) and DMAP (cat.) gave the title compound (40 mg, 15%) after purification by column chromatography with n-hexane/ EtOAc (17:3) as the eluent. The reactants are [Al+3], CCOC(C)=O, [Cl-], [Cl-], [Cl-], COc1c(O)c([N+](=O)[O-])c2c(c1[N+](=O)[O-])C(=O)OC2, c1ccncc1. Product: O=C1OCc2c1c([N+](=O)[O-])c(O)c(O)c2[N+](=O)[O-]. RXN SMILES: [Al+3:21].[CH3:30][CH2:31][O:32][C:33](=[O:34])[CH3:35].[Cl-:20].[Cl-:22].[Cl-:23].[OH:1][c:2]1[c:3]([N+:17](=[O:18])[O-:19])[c:4]2[c:8]([c:9]([N+:13](=[O:14])[O-:15])[c:10]1[O:11][CH3:12])[C:7](=[O:16])[O:6][CH2:5]2.[cH:24]1[cH:25][cH:26][n:27][cH:28][cH:29]1>>[OH:1][c:2]1[c:3]([N+:17](=[O:18])[O-:19])[c:4]2[c:8]([c:9]([N+:13](=[O:14])[O-:15])[c:10]1[OH:11])[C:7](=[O:16])[O:6][CH2:5]2. The reactants are IC=1C=C2C(=NC1)N(C(=N2)N)CC2=CC(=C(C=C2)OCC=2C=NC(=CC2)OC)OC (6-iodo-3-(3-methoxy-4-((6-methoxypyridin-3-yl)methoxy)benzyl)-3H-imidazo[4,5-b]pyridin-2-amine), C(CC#C)O (but-3-yn-1-ol). Product: NC1=NC=2C(=NC=C(C2)C#CCCO)N1CC1=CC(=C(C=C1)OCC=1C=NC(=CC1)OC)OC (4-(2-amino-3-(3-methoxy-4-((6-methoxypyridin-3-yl)methoxy)benzyl)-3H-imidazo[4,5-b]pyridin-6-yl)but-3-yn-1-ol). RXN SMILES: I[C:2]1[CH:3]=[C:4]2[N:10]=[C:9]([NH2:11])[N:8]([CH2:12][C:13]3[CH:18]=[CH:17][C:16]([O:19][CH2:20][C:21]4[CH:22]=[N:23][C:24]([O:27][CH3:28])=[CH:25][CH:26]=4)=[C:15]([O:29][CH3:30])[CH:14]=3)[C:5]2=[N:6][CH:7]=1.[CH2:31]([OH:35])[CH2:32][C:33]#[CH:34]>>[NH2:11][C:9]1[N:8]([CH2:12][C:13]2[CH:18]=[CH:17][C:16]([O:19][CH2:20][C:21]3[CH:22]=[N:23][C:24]([O:27][CH3:28])=[CH:25][CH:26]=3)=[C:15]([O:29][CH3:30])[CH:14]=2)[C:5]2=[N:6][CH:7]=[C:2]([C:34]#[C:33][CH2:32][CH2:31][OH:35])[CH:3]=[C:4]2[N:10]=1. Reported procedure: This compound was prepared from 6-iodo-3-(3-methoxy-4-((6-methoxypyridin-3-yl)methoxy)benzyl)-3H-imidazo[4,5-b]pyridin-2-amine and but-3-yn-1-ol using the procedure described in Example 3-41-2: 1H NMR (500 MHz, DMSO-d6) δ 8.21 (s, 1H), 7.93 (s, 1H), 7.74 (dd, J=8.5, 2.0 Hz, 1H), 7.41 (s, 1H), 7.08-6.97 (m, 4H), 6.83 (d, J=8.5 Hz, 1H), 6.71 (d, J=8.0 Hz, 1H), 5.20 (s, 2H), 4.96 (s, 2H), 4.91 (t, J=5.5 Hz, 1H), 3.84 (s, 3H), 3.69 (s, 3H), 3.61-3.57 (m, 2H), 2.56 (t, J=6.5 Hz, 2H) ppm; (M+1)=460. Reactants: C([O-])(O)=O.[Na+] (sodium bicarbonate), OC1=C(SC=C1)C(=O)O (3-hydroxy-thiophene-2-carboxylic acid), C(C1=CC=CC=C1)N (benzylamine), anhydride. Solvent: ClCCl (dichloromethane), C(C)(=O)O (acetic acid). Run at temperature 22 celsius, time 2 hour. Yields the product C(C1=CC=CC=C1)NC(=O)C=1SC=CC1O (N-Benzyl-3-hydroxy-thiophene-2-carboxamide). Reaction SMILES: [OH:1][C:2]1[CH:6]=[CH:5][S:4][C:3]=1[C:7]([OH:9])=O.[CH2:10]([NH2:17])[C:11]1[CH:16]=[CH:15][CH:14]=[CH:13][CH:12]=1.C(=O)(O)[O-].[Na+]>ClCCl.C(O)(=O)C>[CH2:10]([NH:17][C:7]([C:3]1[S:4][CH:5]=[CH:6][C:2]=1[OH:1])=[O:9])[C:11]1[CH:16]=[CH:15][CH:14]=[CH:13][CH:12]=1 |f:2.3|. Procedure: 1.44 g of 3-hydroxy-thiophene-2-carboxylic acid were dissolved in 100 ml of dichloromethane, and 2.18 ml of benzylamine and 5.00 ml of a 50% strength 1-propanephosphoric anhydride solution in acetic acid were added. The reaction mixture was stirred at 22° C. for 2 h and, after addition of 100 ml of saturated sodium bicarbonate solution, extracted twice with 100 ml of dichloromethane each time. The combined organic phases were washed with 100 ml of saturated sodium chloride solution, dried over m...